describe an organic reaction: reactants, conditions, products, and yield From a dataset of the Open Reaction Database (ORD), a public repository of structured organic reaction records. The reactants are OCCCCCCCN1C(C2=CC=CC=C2C1=O)=O (2-(7-hydroxyheptyl)isoindol-1,3-dione), C(Cl)Cl (DCM), C1(=CC=C(C=C1)S(=O)(=O)Cl)C (p-toluenesulfonyl chloride), N1=CC=CC=C1 (Pyridine). Solvent: O (water). Conditions: time 24 hour. Product: O=C1N(C(C2=CC=CC=C12)=O)CCCCCCCOS(=O)(=O)C1=CC=C(C=C1)C (7-(1,3-dioxoisoindol-2-yl)heptyl-4-methylbenzenesulfonate). As a reaction SMILES: [OH:1][CH2:2][CH2:3][CH2:4][CH2:5][CH2:6][CH2:7][CH2:8][N:9]1[C:17](=[O:18])[C:16]2[C:11](=[CH:12][CH:13]=[CH:14][CH:15]=2)[C:10]1=[O:19].C(Cl)Cl.[C:23]1([CH3:33])[CH:28]=[CH:27][C:26]([S:29](Cl)(=[O:31])=[O:30])=[CH:25][CH:24]=1.N1C=CC=CC=1>O>[O:18]=[C:17]1[C:16]2[C:11](=[CH:12][CH:13]=[CH:14][CH:15]=2)[C:10](=[O:19])[N:9]1[CH2:8][CH2:7][CH2:6][CH2:5][CH2:4][CH2:3][CH2:2][O:1][S:29]([C:26]1[CH:27]=[CH:28][C:23]([CH3:33])=[CH:24][CH:25]=1)(=[O:31])=[O:30]. Procedure details: 783 mg of 2-(7-hydroxyheptyl)isoindol-1,3-dione was added to 40 mL of DCM, and 800 mg of p-toluenesulfonyl chloride was added. Pyridine was then added dropwise with stirring, and the mixture was stirred overnight. After 24 h, 100 mL of water was added to the reaction system, which was then violently vibrated and isolated. The water layer was extracted with 50 mL of DCM. The organic layers were combined, successively washed with 100 mL of 5% citric acid aqueous solution, 100 mL of saturated sodiu... Starting materials: COCCBr, O=C([O-])[O-], COc1cnc2c(Oc3ccc(Nc4nnc(-c5ccc(C)c(O)c5)c5ccccc45)cc3)ccnc2c1, [Cs+], [Cs+], CN(C)C=O. The product is COCCOc1cc(-c2nnc(Nc3ccc(Oc4ccnc5cc(OC)cnc45)cc3)c3ccccc23)ccc1C. Reaction SMILES: [Br:45][CH2:46][CH2:47][O:48][CH3:49].[C:39](=[O:40])([O-:41])[O-:42].[CH3:1][O:2][c:3]1[cH:4][n:5][c:6]2[c:7]([O:13][c:14]3[cH:15][cH:16][c:17]([NH:20][c:21]4[n:22][n:23][c:24](-[c:31]5[cH:32][cH:33][c:34]([CH3:38])[c:35]([OH:37])[cH:36]5)[c:25]5[cH:26][cH:27][cH:28][cH:29][c:30]45)[cH:18][cH:19]3)[cH:8][cH:9][n:10][c:11]2[cH:12]1.[Cs+:43].[Cs+:44].[O:50]=[CH:51][N:52]([CH3:53])[CH3:54]>>[CH3:1][O:2][c:3]1[cH:4][n:5][c:6]2[c:7]([O:13][c:14]3[cH:15][cH:16][c:17]([NH:20][c:21]4[n:22][n:23][c:24](-[c:31]5[cH:32][cH:33][c:34]([CH3:38])[c:35]([O:37][CH2:46][CH2:47][O:48][CH3:49])[cH:36]5)[c:25]5[cH:26][cH:27][cH:28][cH:29][c:30]45)[cH:18][cH:19]3)[cH:8][cH:9][n:10][c:11]2[cH:12]1. Reactants: CCOC(C)=O, CN(C)C=O, [H][H], CSc1ccc2c(c1)C(=O)N(c1cc([N+](=O)[O-])ccc1C)C2=O. The product is CSc1ccc2c(c1)C(=O)N(c1cc(N)ccc1C)C2=O. As a reaction SMILES: [CH3:24][CH2:25][O:26][C:27](=[O:28])[CH3:29].[CH3:32][N:33]([CH3:34])[CH:35]=[O:36].[H:30][H:31].[N+:1]([O-:2])(=[O:3])[c:4]1[cH:5][c:6]([N:11]2[C:12](=[O:23])[c:13]3[c:14]([cH:17][c:18]([S:21][CH3:22])[cH:19][cH:20]3)[C:15]2=[O:16])[c:7]([CH3:10])[cH:8][cH:9]1>>[NH2:1][c:4]1[cH:5][c:6]([N:11]2[C:12](=[O:23])[c:13]3[c:14]([cH:17][c:18]([S:21][CH3:22])[cH:19][cH:20]3)[C:15]2=[O:16])[c:7]([CH3:10])[cH:8][cH:9]1. The reactants are C(C)(=O)C1=CC=C(C=C1)CC(C(=O)O)Br (3-(4-acetylphenyl)-2-bromopropanoic acid), NC(=S)N (thiourea), S1(=O)(=O)CCCC1 (sulfolane), Cl (HCl). Solvent: O (water). Yields the product C(C)(=O)C1=CC=C(CC2C(NC(S2)=O)=O)C=C1 (5-(4-Acetylbenzyl)thiazolidine-2,4-dione). RXN SMILES: [C:1]([C:4]1[CH:9]=[CH:8][C:7]([CH2:10][CH:11](Br)[C:12]([OH:14])=O)=[CH:6][CH:5]=1)(=[O:3])[CH3:2].[NH2:16][C:17](N)=[S:18].Cl.S1(CCCC1)(=O)=[O:22]>O>[C:1]([C:4]1[CH:5]=[CH:6][C:7]([CH2:10][CH:11]2[S:18][C:17](=[O:22])[NH:16][C:12]2=[O:14])=[CH:8][CH:9]=1)(=[O:3])[CH3:2]. Procedure details: A solution of 3-(4-acetylphenyl)-2-bromopropanoic acid (87 g, 0.32 mol, prepared according to Cleland, Org. Synth. vol. 51, p. 1, 1971), and thiourea (48.7 g, 0.64 mol) in sulfolane (100 mL) was heated to 105°-110° C. for 5 hours. To this mixture was added a 2N HCl solution (162 mL) and the resulting solution was heated to 105°-110° C. overnight. After cooling and diluting with water, present title product was collected, washed with water and dried (75 g, 94%); mp 171°-172° C. The reactants are FC1=C(C(=C(C2=CC=CC=C12)OS(=O)(=O)C(F)(F)F)[C@@H](C(=O)OCC)O)C ((S)-ethyl 2-(4-fluoro-3-methyl-1-(trifluoromethylsulfonyloxy)naphthalen-2-yl)-2-hydroxyacetate), Cl(=O)(=O)(=O)O (perchloric acid), C(=O)(O)[O-].[Na+] (NaHCO3). The solvent is C(C)(=O)OC(C)(C)C (tert-butyl acetate). Conditions: time 5 hour. The product is C(C)(C)(C)O[C@H](C(=O)OCC)C1=C(C2=CC=CC=C2C(=C1C)F)OS(=O)(=O)C(F)(F)F ((S)-ethyl 2-tert-butoxy-2-(4-fluoro-3-methyl-1-(trifluoromethylsulfonyloxy)naphthalen-2-yl)acetate). Isolated yield 162.2%. Reaction SMILES: [F:1][C:2]1[C:11]2[C:6](=[CH:7][CH:8]=[CH:9][CH:10]=2)[C:5]([O:12][S:13]([C:16]([F:19])([F:18])[F:17])(=[O:15])=[O:14])=[C:4]([C@H:20]([OH:26])[C:21]([O:23][CH2:24][CH3:25])=[O:22])[C:3]=1[CH3:27].Cl(O)(=O)(=O)=O.C([O-])(O)=O.[Na+]>C(OC(C)(C)C)(=O)C>[C:3]([O:26][C@@H:20]([C:4]1[C:3]([CH3:27])=[C:2]([F:1])[C:11]2[C:6](=[CH:7][CH:8]=[CH:9][CH:10]=2)[C:5]=1[O:12][S:13]([C:16]([F:17])([F:19])[F:18])(=[O:14])=[O:15])[C:21]([O:23][CH2:24][CH3:25])=[O:22])([CH3:27])([CH3:4])[CH3:2] |f:2.3|. Procedure: A solution of (S)-ethyl 2-(4-fluoro-3-methyl-1-(trifluoromethylsulfonyloxy)naphthalen-2-yl)-2-hydroxyacetate (1.02 g, 2.49 mmol) in tert-butyl acetate (20 mL) was treated with 70% HClO4 (20 μL) at 23° C.). After 5 h, the reaction was added slowly over 5 min to saturated NaHCO3 (40 mL). The resulting system was extracted with DCM (3×30 mL). The combined organic layers were dried (Na2SO4), filtered, and concentrated. The residue was dissolved in benzene. The solution was wet-loaded onto a 40 g “go... Starting materials: [Cr](=O)(=O)([O-])Cl.[NH+]1=CC=CC=C1 (Pyridinium chlorochromate), C(C)(=O)[O-].[Na+] (sodium acetate), C(Cl)Cl (methylene chloride), O[C@@H](CNC(C(CC1=CC=C(C=C1)OC(F)(F)F)NC(C1=CC=C(C=C1)OCCC(F)(F)F)=O)=O)C (N-{2-{[(2R)-2-hydroxypropyl]amino}-2-oxo-1-[4-(trifluoromethoxy)benzyl]ethyl}-4-(3,3,3-trifluoropropoxy)benzamide). The solvent is O (water). Reaction conditions: time 8 hour. Yields the product O=C(C(CC1=CC=C(C=C1)OC(F)(F)F)NC(C1=CC=C(C=C1)OCCC(F)(F)F)=O)NCC(C)=O (N-{2-Oxo-2-[(2-oxo-propyl)amino]-1-[4-(trifluoromethoxy)benzyl]ethyl}-4-(3,3,3-trifluoropropoxy)benzamide). Isolated yield 93.3%. RXN SMILES: [Cr](Cl)([O-])(=O)=O.[NH+]1C=CC=CC=1.C([O-])(=O)C.[Na+].C(Cl)Cl.[OH:20][C@H:21]([CH3:55])[CH2:22][NH:23][C:24](=[O:54])[CH:25]([NH:38][C:39](=[O:53])[C:40]1[CH:45]=[CH:44][C:43]([O:46][CH2:47][CH2:48][C:49]([F:52])([F:51])[F:50])=[CH:42][CH:41]=1)[CH2:26][C:27]1[CH:32]=[CH:31][C:30]([O:33][C:34]([F:37])([F:36])[F:35])=[CH:29][CH:28]=1>O>[O:54]=[C:24]([NH:23][CH2:22][C:21](=[O:20])[CH3:55])[CH:25]([NH:38][C:39](=[O:53])[C:40]1[CH:45]=[CH:44][C:43]([O:46][CH2:47][CH2:48][C:49]([F:50])([F:51])[F:52])=[CH:42][CH:41]=1)[CH2:26][C:27]1[CH:32]=[CH:31][C:30]([O:33][C:34]([F:37])([F:36])[F:35])=[CH:29][CH:28]=1 |f:0.1,2.3|. Reported procedure: Pyridinium chlorochromate (266 mg, 1.23 mmol) and sodium acetate (20 mg, 0.247 mmol) were added to a methylene chloride (24 mL) solution of N-{2-{[(2R)-2-hydroxypropyl]amino}-2-oxo-1-[4-(trifluoromethoxy)benzyl]ethyl}-4-(3,3,3-trifluoropropoxy)benzamide (322 mg, 0.616 mmol) prepared in Example 74. The mixture was stirred at room temperature for 8 hours, and water (60 mL) was added thereto. The resulting mixture was extracted with methylene chloride (50 mL, three times). The organic layer was dri... The reactants are CN(C)C=O, NC(=O)c1ccc2nc3ccsc3c(=O)n2c1, O, Cc1ccc(S(=O)(=O)Cl)cc1, c1ccncc1. Product: N#Cc1ccc2nc3ccsc3c(=O)n2c1. As a reaction SMILES: [CH3:35][N:36]([CH3:37])[CH:38]=[O:39].[O:1]=[c:2]1[c:3]2[c:4]([n:5][c:6]3[n:7]1[cH:8][c:9]([C:12](=[O:13])[NH2:14])[cH:10][cH:11]3)[cH:15][cH:16][s:17]2.[OH2:40].[c:18]1([CH3:19])[cH:20][cH:21][c:22]([S:23]([Cl:24])(=[O:25])=[O:26])[cH:27][cH:28]1.[cH:29]1[cH:30][cH:31][n:32][cH:33][cH:34]1>>[O:1]=[c:2]1[c:3]2[c:4]([n:5][c:6]3[n:7]1[cH:8][c:9]([C:12]#[N:14])[cH:10][cH:11]3)[cH:15][cH:16][s:17]2. The reactants are C(C)C(CC)(C=1SC=C(C1)C)C1=CC(=C(C=C1)O)C (4-[1-Ethyl-1-(4-methyl-thiophen-2-yl)-propyl]-2-methyl-phenol), BrCC(=O)OC (methyl bromoacetate), C(=O)([O-])[O-].[K+].[K+] (K2CO3). Run in CC(=O)C (acetone). Product: COC(COC1=C(C=C(C=C1)C(CC)(C=1SC=C(C1)C)CC)C)=O (2-{4-[1-Ethyl-1-(4-methyl-thiophen-2-yl)-propyl]-2-methyl-phenoxy}-acetic acid methyl ester). Isolated yield 90.2%. RXN SMILES: [CH2:1]([C:3]([C:12]1[CH:17]=[CH:16][C:15]([OH:18])=[C:14]([CH3:19])[CH:13]=1)([C:6]1[S:7][CH:8]=[C:9]([CH3:11])[CH:10]=1)[CH2:4][CH3:5])[CH3:2].Br[CH2:21][C:22]([O:24][CH3:25])=[O:23].C([O-])([O-])=O.[K+].[K+]>CC(C)=O>[CH3:25][O:24][C:22](=[O:23])[CH2:21][O:18][C:15]1[CH:16]=[CH:17][C:12]([C:3]([CH2:4][CH3:5])([C:6]2[S:7][CH:8]=[C:9]([CH3:11])[CH:10]=2)[CH2:1][CH3:2])=[CH:13][C:14]=1[CH3:19] |f:2.3.4|. Procedure: 4-[1-Ethyl-1-(4-methyl-thiophen-2-yl)-propyl]-2-methyl-phenol (10.66 g, 38.9 mmol) is reacted with methyl bromoacetate (4.4 ml, 46.7 mmol) and K2CO3 (10.70 g, 77.81 mmol) in acetone (100 m) at refluxing temperature overnight. The reaction is cooled to RT, filtered and washed with Et2O and concentrated. The crude product is purified by chromatography to give the titled compound (12.15 g, 35.1 mmol, 90%). 1H NMR (CD3Cl3), δ 0.70 (t, J=7.2 Hz, 6H), 2.04-2.12 (m, 4H), 2.21 (s, 3H), 2.26 (s, 3H), 3.8...